Task: describe an organic reaction: reactants, conditions, products, and yield. Dataset: the Open Reaction Database (ORD), a public repository of structured organic reaction records The reactants are C([O-])([O-])=O.[Na+].[Na+] (sodium carbonate), C(=C)(C)C=1C=C(C=C(C1)CN(C)CC1=CC=C(C=C1)C(C)(C)C)C(C)(C)O (2-[3-Isopropenyl-5-{N-(4-tert-butylbenzyl)-N-methylaminomethyl}phenyl]-2-propanol), P(=O)(Cl)(Cl)Cl (phosphorus oxychloride), ice water. Run in N1=CC=CC=C1 (pyridine). The product is C(C)(C)(C)C1=CC=C(CN(C)CC2=CC(=CC(=C2)C(=C)C)C(=C)C)C=C1 (N-(4-tert-Butylbenzyl)-N-methyl-(3,5-bisisopropenylbenzyl)amine). Isolated yield 67.6%. As a reaction SMILES: [C:1]([C:4]1[CH:5]=[C:6]([C:24](O)([CH3:26])[CH3:25])[CH:7]=[C:8]([CH2:10][N:11]([CH2:13][C:14]2[CH:19]=[CH:18][C:17]([C:20]([CH3:23])([CH3:22])[CH3:21])=[CH:16][CH:15]=2)[CH3:12])[CH:9]=1)([CH3:3])=[CH2:2].P(Cl)(Cl)(Cl)=O.C(=O)([O-])[O-].[Na+].[Na+]>N1C=CC=CC=1>[C:20]([C:17]1[CH:16]=[CH:15][C:14]([CH2:13][N:11]([CH2:10][C:8]2[CH:9]=[C:4]([C:1]([CH3:3])=[CH2:2])[CH:5]=[C:6]([C:24]([CH3:26])=[CH2:25])[CH:7]=2)[CH3:12])=[CH:19][CH:18]=1)([CH3:23])([CH3:21])[CH3:22] |f:2.3.4|. Procedure details: Compound 142 (0.28 g; 7.66×10−1 mmol) and phosphorus oxychloride (0.59 g; 3.83 mmol) was added dropwise to pyridine (15 ml), and the mixture was refluxed for 2 hours. The mixture was brought to room temperature, and poured into ice/water. The pH of the mixture was adjusted to weak alkaline by use of sodium carbonate, followed by extraction with chloroform (50 ml). The organic layer was washed with saturated aqueous sodium bicarbonate solution and then with saturated brine, and dried over sodium ... The reactants are CS(=O)(=O)N(CCCl)N(C(=O)Oc1ccccc1)S(C)(=O)=O, O=C(Cl)Oc1ccc(Cl)cc1. Yields the product CS(=O)(=O)N(CCCl)N(C(=O)Oc1ccc(Cl)cc1)S(C)(=O)=O. As a reaction SMILES: [CH3:12][S:13](=[O:14])(=[O:15])[N:16]([N:17]([C:18]([O:19][c:20]1[cH:21][cH:22][cH:23][cH:24][cH:25]1)=[O:26])[S:27](=[O:28])(=[O:29])[CH3:30])[CH2:31][CH2:32][Cl:33].[Cl:1][C:2](=[O:3])[O:4][c:5]1[cH:6][cH:7][c:8]([Cl:11])[cH:9][cH:10]1>>[C:2](=[O:3])([O:4][c:5]1[cH:6][cH:7][c:8]([Cl:11])[cH:9][cH:10]1)[N:17]([N:16]([S:13]([CH3:12])(=[O:14])=[O:15])[CH2:31][CH2:32][Cl:33])[S:27](=[O:28])(=[O:29])[CH3:30]. Reactants: C1=CC=CC=2C1=CC1=CC=CC=3C4=C5C(=CC6=CC=CC(C2C13)=C46)C=CC=C5 (dibenzo[a,j]perylene), BrBr (bromine). Solvent: C(Cl)(Cl)(Cl)Cl (carbon tetrachloride). Product: BrC1=C2C(=C3C=4C=CC=C5C=C6C(=C(C=7C=CC=C1C37)C54)C=CC=C6)C=CC=C2 (8-bromodibenzo-[a,j]perylene). RXN SMILES: [CH:1]1[C:6]2=[CH:7][C:8]3[C:23]4[C:22]([C:21]5=[C:24]6[C:17](=[CH:18][CH:19]=[CH:20]5)[CH:16]=[C:15]5[CH:25]=[CH:26][CH:27]=[CH:28][C:14]5=[C:13]6[C:12]=4[CH:11]=[CH:10][CH:9]=3)=[C:5]2[CH:4]=[CH:3][CH:2]=1.[Br:29]Br>C(Cl)(Cl)(Cl)Cl>[Br:29][C:16]1[C:17]2[C:24]3[C:13]([C:12]4[CH:11]=[CH:10][CH:9]=[C:8]5[C:23]=4[C:22]([C:21]=3[CH:20]=[CH:19][CH:18]=2)=[C:5]2[CH:4]=[CH:3][CH:2]=[CH:1][C:6]2=[CH:7]5)=[C:14]2[CH:28]=[CH:27][CH:26]=[CH:25][C:15]=12. Procedure details: After dibenzo[a,j]perylene dissolved in carbon tetrachloride was brominated with cooling for four hours by adding one molar equivalent of bromine, the reaction product was refined in accordance with an ordinary method to obtain 8-bromodibenzo-[a,j]perylene. Di-p-tolylamine, potassium carbonate and copper powder were added to the thus obtained 8-bromodibenzo[a,j]perylene and were allowed to react for 30 hours at 200° C. After the reaction solution was diluted with water, the reaction product was ... Conditions: temperature 50 celsius, time 30 minute. Isolated yield 91.0%. Reactants: C([O-])(O)=O.[Na+] (sodium bicarbonate), C(=C)OCC (Ethyl vinyl ether), C12(C(=O)CC(CC1)C2(C)C)CS(=O)(=O)O ((+)-10-camphorsulfonic acid), ClC1=C2C(=NC=C1)NN=C2CC (4-Chloro-3-ethyl-1H-pyrazolo[3,4-b]pyridine). The product is ClC1=C2C(=NC=C1)N(N=C2CC)C(C)OCC (4-Chloro-1-(1-ethoxyethyl)-3-ethyl-1H-pyrazolo[3,4-b]pyridine). The solvent is C1CCOC1 (THF), C(C)(=O)OCC (ethyl acetate). Reported procedure: Ethyl vinyl ether (3.7 mL) and (+)-10-camphorsulfonic acid (0.162 g) were sequentially added to a solution of compound (3c) (2.36 g) in THF (13.0 mL), followed by stirring at 50° C. for 30 min. After cooling, the reaction solution was distributed between ethyl acetate and a saturated aqueous sodium bicarbonate solution. The organic layer was washed with saturated saline. The organic layer after the washing was dried over anhydrous sodium sulfate, and then the solvent was distilled away. The resi... As a reaction SMILES: [CH:1]([O:3][CH2:4][CH3:5])=[CH2:2].C12(CS(O)(=O)=O)C(C)(C)C(CC1)CC2=O.[Cl:21][C:22]1[CH:27]=[CH:26][N:25]=[C:24]2[NH:28][N:29]=[C:30]([CH2:31][CH3:32])[C:23]=12.C(=O)(O)[O-].[Na+]>C1COCC1.C(OCC)(=O)C>[Cl:21][C:22]1[CH:27]=[CH:26][N:25]=[C:24]2[N:28]([CH:1]([O:3][CH2:4][CH3:5])[CH3:2])[N:29]=[C:30]([CH2:31][CH3:32])[C:23]=12 |f:3.4|. Starting materials: FC1=C(C=CC(=C1)F)C(CC=1C=CC=2N(N1)C(=NN2)C(C)C)=O (1-(2,4-difluorophenyl)-2-(3-isopropyl-[1,2,4]triazolo[4,3-b]pyridazin-6-yl)ethanone), C1CC(=O)N(C1=O)Br (NBS). The solvent is CS(=O)C (DMSO). Reaction conditions: time 3 day. Product: FC1=C(C=CC(=C1)F)C(C(=O)C=1C=CC=2N(N1)C(=NN2)C(C)C)=O (1-(2,4-Difluorophenyl)-2-(3-isopropyl-[1,2,4]triazolo[4,3-b]pyridazin-6-yl)ethane-1,2-dione). Isolated yield 72.8%. Reaction SMILES: [F:1][C:2]1[CH:7]=[C:6]([F:8])[CH:5]=[CH:4][C:3]=1[C:9](=[O:23])[CH2:10][C:11]1[CH:12]=[CH:13][C:14]2[N:15]([C:17]([CH:20]([CH3:22])[CH3:21])=[N:18][N:19]=2)[N:16]=1.C1C(=O)N(Br)C(=[O:27])C1>CS(C)=O>[F:1][C:2]1[CH:7]=[C:6]([F:8])[CH:5]=[CH:4][C:3]=1[C:9](=[O:23])[C:10]([C:11]1[CH:12]=[CH:13][C:14]2[N:15]([C:17]([CH:20]([CH3:21])[CH3:22])=[N:18][N:19]=2)[N:16]=1)=[O:27]. Procedure details: To a round bottom flask was added 1-(2,4-difluorophenyl)-2-(3-isopropyl-[1,2,4]triazolo[4,3-b]pyridazin-6-yl)ethanone (1.50 g, 4.74 mmol, Preparation #K.1) followed by DMSO (15 mL) and NBS (0.844 g, 4.74 mmol). The reaction mixture was stirred at about ambient temperature for about 3 d. The reaction mixture was partitioned between EtOAc and water. The layers were separated, and the organic layer was washed with brine, dried over MgSO4, filtered, and concentrated in vacuo. The crude material was ... Starting materials: FC1=CC=C(CN2C(C=3N(CC2)C(C=C(C3O)O)=O)=O)C=C1 (2-(4-fluorobenzyl)-8,9-dihydroxy-3,4-dihydro-2H-pyrido[1,2-a]pyrazine-1,6-dione), BrN1C(CCC1=O)=O (N-bromo-succinimide). The solvent is C(Cl)(Cl)Cl (chloroform). Reaction conditions: time 8 hour. The product is FC1=CC=C(CN2C(C=3N(CC2)C(C(=C(C3O)O)Br)=O)=O)C=C1 (2-(4-Fluorobenzyl)-8,9-dihydroxy-7-bromo-3,4-dihydro-2H-pyrido[1,2-a]pyrazine-1,6-dione). As a reaction SMILES: [F:1][C:2]1[CH:22]=[CH:21][C:5]([CH2:6][N:7]2[CH2:12][CH2:11][N:10]3[C:13](=[O:19])[CH:14]=[C:15]([OH:18])[C:16]([OH:17])=[C:9]3[C:8]2=[O:20])=[CH:4][CH:3]=1.[Br:23]N1C(=O)CCC1=O>C(Cl)(Cl)Cl>[F:1][C:2]1[CH:3]=[CH:4][C:5]([CH2:6][N:7]2[CH2:12][CH2:11][N:10]3[C:13](=[O:19])[C:14]([Br:23])=[C:15]([OH:18])[C:16]([OH:17])=[C:9]3[C:8]2=[O:20])=[CH:21][CH:22]=1. Procedure: To a suspension of 2-(4-fluorobenzyl)-8,9-dihydroxy-3,4-dihydro-2H-pyrido[1,2-a]pyrazine-1,6-dione (0.1 g, 0.33 mmol) in chloroform (5 mL), N-bromo-succinimide (64 mg, 0.36 mmol) was added and stirred at room temperature overnight. The product mixture was concentrated and the residue was subjected to HPLC purification on C-18 stationary phase eluted with water/acetonitrile/TFA mobile phase. Collection and lyophilization of appropriate fractions provided the title compound as white solid. Reactants: BrC1=CC=C(O1)C=O (5-Bromofuraldehyde), C(C)NCC (diethylamine). Reagents/catalysts: CCCCCCCC[N+](C)(CCCCCCCC)CCCCCCCC.[Cl-] (Aliquart 336). Solvent: CS(=O)C (dimethylsulfoxide). Product: C(C)N(C1=CC=C(O1)C=O)CC (5-diethylamino-2-furaldehyde). Yield: 85.0%. Reaction SMILES: Br[C:2]1[O:6][C:5]([CH:7]=[O:8])=[CH:4][CH:3]=1.[CH2:9]([NH:11][CH2:12][CH3:13])[CH3:10]>CS(C)=O.CCCCCCCC[N+](CCCCCCCC)(CCCCCCCC)C.[Cl-]>[CH2:9]([N:11]([CH2:12][CH3:13])[C:2]1[O:6][C:5]([CH:7]=[O:8])=[CH:4][CH:3]=1)[CH3:10] |f:3.4|. Reported procedure: 5-Bromofuraldehyde was dissolved in dimethylsulfoxide (DMSO) and 1-2 drops of Aliquart 336 (tricaprylylmethylammonium chloride, produced by Aldrich Co.) was added to the solution. 10 Equivalents diethylamine was added to the mixture and refluxed for 4 days. The remaining diethylamine was removed from the reaction mixture and subjected to extraction and column chromatography to obtain 5-diethylamino-2-furaldehyde with a yield of 85%. Starting materials: Macroporous-carbonate, N1C(CNCC1)=O (Piperazin-2-one), C=1C=CC2=C(C1)N=NN2O (HOBT), CC=1C=C(C=C(C1)NC1=NC=CC(=N1)C(F)(F)F)C=1C=CC(=NC1)C(=O)O (5-(3-methyl-5-{[4-(trifluoromethyl)pyrimidin-2-yl]amino}phenyl)pyridine-2-carboxylic acid). The solvent is CN(C)C=O (DMF). Conditions: time 8 hour. Yields the product CC=1C=C(C=C(C1)NC1=NC=CC(=N1)C(F)(F)F)C=1C=CC(=NC1)C(=O)N1CC(NCC1)=O (4-{[5-(3-methyl-5-{[4-(trifluoromethyl)pyrimidin-2-yl]amino}phenyl)pyridin-2-yl]carbonyl}piperazin-2-one). RXN SMILES: [NH:1]1[CH2:6][CH2:5][NH:4][CH2:3][C:2]1=[O:7].C1C=CC2N(O)N=NC=2C=1.[CH3:18][C:19]1[CH:20]=[C:21]([C:36]2[CH:37]=[CH:38][C:39]([C:42](O)=[O:43])=[N:40][CH:41]=2)[CH:22]=[C:23]([NH:25][C:26]2[N:31]=[C:30]([C:32]([F:35])([F:34])[F:33])[CH:29]=[CH:28][N:27]=2)[CH:24]=1>CN(C=O)C>[CH3:18][C:19]1[CH:20]=[C:21]([C:36]2[CH:37]=[CH:38][C:39]([C:42]([N:4]3[CH2:5][CH2:6][NH:1][C:2](=[O:7])[CH2:3]3)=[O:43])=[N:40][CH:41]=2)[CH:22]=[C:23]([NH:25][C:26]2[N:31]=[C:30]([C:32]([F:35])([F:34])[F:33])[CH:29]=[CH:28][N:27]=2)[CH:24]=1. Reported procedure: Piperazin-2-one (80.0 mg, 0.801 mmol), silica-bound carbodiimide (1.08 mmol/g load, 989 mg, 1.07 mmol), and HOBT (123 mg, 0.801 mmol) were added to a solution of 5-(3-methyl-5-{[4-(trifluoromethyl)pyrimidin-2-yl]amino}phenyl)pyridine-2-carboxylic acid (200 mg, 0.534 mmol) in DMF (5.30 mL) and the reaction mixture was stirred at room temperature overnight. Macroporous-carbonate (3.17 mmol/g load, 1.01 g, 3.21 mmol) was added to the reaction mixture and stirred overnight at room temperature. The r... Reaction SMILES: [CH3:30][CH2:31][OH:32].[CH:25](=[O:26])[O:27][CH2:28][CH3:29].[NH2:1][CH2:2][c:3]1[cH:4][c:5]2[c:6]([CH2:12][CH2:13][NH:14][C:15]([O:16][CH2:17][c:18]3[cH:19][cH:20][cH:21][cH:22][cH:23]3)=[O:24])[cH:7][nH:8][c:9]2[cH:10][cH:11]1>>[NH:1]([CH2:2][c:3]1[cH:4][c:5]2[c:6]([CH2:12][CH2:13][NH:14][C:15]([O:16][CH2:17][c:18]3[cH:19][cH:20][cH:21][cH:22][cH:23]3)=[O:24])[cH:7][nH:8][c:9]2[cH:10][cH:11]1)[CH:25]=[O:26]. The reactants are CCO, CCOC=O, NCc1ccc2[nH]cc(CCNC(=O)OCc3ccccc3)c2c1. Yields the product O=CNCc1ccc2[nH]cc(CCNC(=O)OCc3ccccc3)c2c1. Reactants: Cn1cncc1C(c1ccc(Cl)cc1)c1ccc(N)c(C(O)c2cccc(Cl)c2)c1, C1COCCO1, O=C(O)CCS. Yields the product Cn1cncc1C(c1ccc(Cl)cc1)c1ccc(N)c(C(SCCC(=O)O)c2cccc(Cl)c2)c1. Reaction SMILES: [NH2:7][c:8]1[c:9]([CH:28]([OH:29])[c:30]2[cH:31][c:32]([Cl:36])[cH:33][cH:34][cH:35]2)[cH:10][c:11]([CH:14]([c:15]2[cH:16][n:17][cH:18][n:19]2[CH3:20])[c:21]2[cH:22][cH:23][c:24]([Cl:27])[cH:25][cH:26]2)[cH:12][cH:13]1.[O:37]1[CH2:38][CH2:39][O:40][CH2:41][CH2:42]1.[SH:1][CH2:2][CH2:3][C:4](=[O:5])[OH:6]>>[S:1]([CH2:2][CH2:3][C:4](=[O:5])[OH:6])[CH:28]([c:9]1[c:8]([NH2:7])[cH:13][cH:12][c:11]([CH:14]([c:15]2[cH:16][n:17][cH:18][n:19]2[CH3:20])[c:21]2[cH:22][cH:23][c:24]([Cl:27])[cH:25][cH:26]2)[cH:10]1)[c:30]1[cH:31][c:32]([Cl:36])[cH:33][cH:34][cH:35]1.